From a dataset of the Open Reaction Database (ORD), a public repository of structured organic reaction records. describe an organic reaction: reactants, conditions, products, and yield Reactants: CNC(=C[N+](=O)[O-])SC, CO, CCOC(C)=O, Cn1nc(CCCN)nc1NCC(O)COc1cccc(CN2CCCCC2)c1, O. Product: CNC(=C[N+](=O)[O-])NCCCc1nc(NCC(O)COc2cccc(CN3CCCCC3)c2)n(C)n1. RXN SMILES: [CH3:30][NH:31][C:32](=[CH:33][N+:34](=[O:35])[O-:36])[S:37][CH3:38].[CH3:40][OH:41].[CH3:42][CH2:43][O:44][C:45](=[O:46])[CH3:47].[NH2:1][CH2:2][CH2:3][CH2:4][c:5]1[n:6][n:7]([CH3:29])[c:8]([NH:10][CH2:11][CH:12]([CH2:13][O:14][c:15]2[cH:16][c:17]([CH2:21][N:22]3[CH2:23][CH2:24][CH2:25][CH2:26][CH2:27]3)[cH:18][cH:19][cH:20]2)[OH:28])[n:9]1.[OH2:39]>>[NH:1]([CH2:2][CH2:3][CH2:4][c:5]1[n:6][n:7]([CH3:29])[c:8]([NH:10][CH2:11][CH:12]([CH2:13][O:14][c:15]2[cH:16][c:17]([CH2:21][N:22]3[CH2:23][CH2:24][CH2:25][CH2:26][CH2:27]3)[cH:18][cH:19][cH:20]2)[OH:28])[n:9]1)[C:32]([NH:31][CH3:30])=[CH:33][N+:34](=[O:35])[O-:36]. Starting materials: NC1=C(C(=O)OC)C=CC=C1C (methyl 2-amino-3-methylbenzoate), C(C)(C)OC(=O)N1C2=C(C(CCC1)N(CC1=CC(=CC(=C1)C(F)(F)F)C(F)(F)F)C(C)=O)C=CC=C2 (5-[acetyl-(3,5-bistrifluoromethylbenzyl)amino]-2,3,4,5-tetrahydrobenzo[b]azepine-1-carboxylic acid isopropyl ester). Yields the product C(C)(=O)N(C1C2=C(N(CCC1)C(=O)OC(C)C)C(=CC=C2)C)CC2=CC(=CC(=C2)C(F)(F)F)C(F)(F)F (Isopropyl 5-[acetyl-(3,5-bistrifluoromethylbenzyl)amino]-9-methyl-2,3,4,5-tetrahydrobenzo[b]azepine-1-carboxylate). RXN SMILES: N[C:2]1C(C)=CC=CC=1C(OC)=O.[CH:13]([O:16][C:17]([N:19]1[CH2:25][CH2:24][CH2:23][CH:22]([N:26]([C:42](=[O:44])[CH3:43])[CH2:27][C:28]2[CH:33]=[C:32]([C:34]([F:37])([F:36])[F:35])[CH:31]=[C:30]([C:38]([F:41])([F:40])[F:39])[CH:29]=2)[C:21]2[CH:45]=[CH:46][CH:47]=[CH:48][C:20]1=2)=[O:18])([CH3:15])[CH3:14]>>[C:42]([N:26]([CH2:27][C:28]1[CH:33]=[C:32]([C:34]([F:35])([F:36])[F:37])[CH:31]=[C:30]([C:38]([F:39])([F:40])[F:41])[CH:29]=1)[CH:22]1[CH2:23][CH2:24][CH2:25][N:19]([C:17]([O:16][CH:13]([CH3:15])[CH3:14])=[O:18])[C:20]2[C:48]([CH3:2])=[CH:47][CH:46]=[CH:45][C:21]1=2)(=[O:44])[CH3:43]. Procedure details: This compound was prepared utilizing the same methodology described in Example 1 wherein replacement of 2-amino-benzoic acid methyl ester with methyl 2-amino-3-methylbenzoate following the procedure of Example 1, Steps 1-8 for the synthesis of 5-[acetyl-(3,5-bistrifluoromethylbenzyl)amino]-2,3,4,5-tetrahydrobenzo[b]azepine-1-carboxylic acid isopropyl ester. CI MS 531 (M+H). Starting materials: CC1=CC=C(C=N1)CCCOC1=C(C=C(C=C1C)C1=NOC(=N1)C(F)(F)F)C (6-methyl-3-[3-[4-(5-trifluoromethyl-1,2,4-oxadiazol-3-yl)-2,6-dimethylphenoxy]-propyl]-pyridine), ClC1=CC(=CC=C1)C(=O)OO (m-chloroperbenzoic acid), C([O-])(O)=O.[Na+] (sodium bicarbonate). Run in C(Cl)Cl (methylene chloride). Run at time 18 hour. The product is CC1=CC=C(C=[N+]1[O-])CCCOC1=C(C=C(C=C1C)C1=NOC(=N1)C(F)(F)F)C (6-methyl-3-[3-[4-(5-trifluoromethyl-1,2,4-oxadiazol-3-yl)-2,6-dimethylphenoxy]-propyl]-pyridine-N-oxide). Isolated yield 83.0%. As a reaction SMILES: [CH3:1][C:2]1[N:7]=[CH:6][C:5]([CH2:8][CH2:9][CH2:10][O:11][C:12]2[C:17]([CH3:18])=[CH:16][C:15]([C:19]3[N:23]=[C:22]([C:24]([F:27])([F:26])[F:25])[O:21][N:20]=3)=[CH:14][C:13]=2[CH3:28])=[CH:4][CH:3]=1.ClC1C=CC=C(C(OO)=[O:37])C=1.C(=O)(O)[O-].[Na+]>C(Cl)Cl>[CH3:1][C:2]1[N+:7]([O-:37])=[CH:6][C:5]([CH2:8][CH2:9][CH2:10][O:11][C:12]2[C:13]([CH3:28])=[CH:14][C:15]([C:19]3[N:23]=[C:22]([C:24]([F:26])([F:25])[F:27])[O:21][N:20]=3)=[CH:16][C:17]=2[CH3:18])=[CH:4][CH:3]=1 |f:2.3|. Reported procedure: To a solution of 1.08 g (2.8 mmol) of 6-methyl-3-[3-[4-(5-trifluoromethyl-1,2,4-oxadiazol-3-yl)-2,6-dimethylphenoxy]-propyl]-pyridine in 30 ml of methylene chloride was added 0.71 g (1.5 eq) or m-chloroperbenzoic acid (MCPBA). The mixture was stirred under nitrogen for 18 h at room temperature, poured into saturated sodium bicarbonate solution, and the organic layer was separated and dried over sodium sulfate. The organic layer was filtered, concentrated, and the residue was recrystallized from ...